Dataset: the Open Reaction Database (ORD), a public repository of structured organic reaction records. Task: describe an organic reaction: reactants, conditions, products, and yield RXN SMILES: [OH:1][C:2]1[CH:3]=[C:4]([CH:22]=[CH:23][CH:24]=1)[C:5]([C:7]1[C:15]2[C:10](=[CH:11][CH:12]=[CH:13][CH:14]=2)[N:9]([CH2:16][CH2:17][CH2:18][C:19]([OH:21])=[O:20])[CH:8]=1)=[O:6].[H-].[Na+].[CH2:27]([C:31]1[CH:36]=[CH:35][C:34]([CH:37]([C:39]2[CH:44]=[CH:43][C:42]([CH2:45][CH:46]([CH3:48])[CH3:47])=[CH:41][CH:40]=2)Br)=[CH:33][CH:32]=1)[CH:28]([CH3:30])[CH3:29].Cl>CN(C)C=O.O1CCCC1.C(OCC)(=O)C>[CH2:45]([C:42]1[CH:43]=[CH:44][C:39]([CH:37]([C:34]2[CH:35]=[CH:36][C:31]([CH2:27][CH:28]([CH3:30])[CH3:29])=[CH:32][CH:33]=2)[O:1][C:2]2[CH:3]=[C:4]([CH:22]=[CH:23][CH:24]=2)[C:5]([C:7]2[C:15]3[C:10](=[CH:11][CH:12]=[CH:13][CH:14]=3)[N:9]([CH2:16][CH2:17][CH2:18][C:19]([OH:21])=[O:20])[CH:8]=2)=[O:6])=[CH:40][CH:41]=1)[CH:46]([CH3:48])[CH3:47] |f:1.2|. Reactants: C(C(C)C)C1=CC=C(C=C1)C(Br)C1=CC=C(C=C1)CC(C)C (bis (4-isobutylphenyl)bromomethane), OC=1C=C(C(=O)C2=CN(C3=CC=CC=C23)CCCC(=O)O)C=CC1 (4-[3-(3-hydroxybenzoyl)indol-1-yl]butyric acid), [H-].[Na+] (sodium hydride), Cl (hydrochloric acid). Procedure: A solution of 4-[3-(3-hydroxybenzoyl)indol-1-yl]butyric acid (500 mg) in N,N-dimethylformamide (5 ml) was added to a suspension of sodium hydride (60% dispersion in mineral oil, 136 mg) in N,N-dimethylformamide (10 ml) at 25° . The mixture was stirred at 25° C. for 1 hour, and a solution of bis (4-isobutylphenyl)bromomethane (1.11 g) in tetrahydrofuran (10 ml) was added at 0° C. After stirred at 25° C. overnight, the mixture was poured into a mixture of ethyl acetate and 1N hydrochloric acid. Th... The yield is 12.9%. Solvent: O1CCCC1 (tetrahydrofuran), CN(C=O)C (N,N-dimethylformamide), CN(C=O)C (N,N-dimethylformamide), C(C)(=O)OCC (ethyl acetate). Conditions: temperature 25 celsius, time 1 hour. Yields the product C(C(C)C)C1=CC=C(C=C1)C(OC=1C=C(C(=O)C2=CN(C3=CC=CC=C23)CCCC(=O)O)C=CC1)C1=CC=C(C=C1)CC(C)C (4-[3-[3-[bis(4-isobutylphenyl)methoxy]benzoyl]indol-1-yl]butyric acid). Reactants: Cl (hydrochloride), FC(SC=1C=C(C=CC1)CC(C)N)(F)F (1-(3'-trifluoromethylthio-phenyl)-2-amino-propane). Solvent: O (water). Product: Cl.FC(SC=1C=C(C=CC1)CC(C)N)(F)F (1-(3'-trifluoromethylthio-phenyl)-2-amino-propane hydrochloride). As a reaction SMILES: [ClH:1].[F:2][C:3]([F:16])([F:15])[S:4][C:5]1[CH:6]=[C:7]([CH2:11][CH:12]([NH2:14])[CH3:13])[CH:8]=[CH:9][CH:10]=1>O>[ClH:1].[F:15][C:3]([F:2])([F:16])[S:4][C:5]1[CH:6]=[C:7]([CH2:11][CH:12]([NH2:14])[CH3:13])[CH:8]=[CH:9][CH:10]=1 |f:3.4|. Procedure details: 4.7 g (yield 47%) of the hydrochloride of the 1-(3'-trifluoromethylthio-phenyl)-2-amino-propane are obtained. Soluble in water. m.p. 130°-140° C. The reactants are COC(=O)c1ccc(Cl)cc1CBr, CCOC(C)=O, Cc1ccccc1, CCCCCC, [K+], [K+], NCc1ccccc1, O=C([O-])[O-]. Product: O=C1c2ccc(Cl)cc2CN1Cc1ccccc1. As a reaction SMILES: [CH3:1][O:2][C:3]([c:4]1[c:5]([CH2:11][Br:12])[cH:6][c:7]([Cl:10])[cH:8][cH:9]1)=[O:13].[CH3:28][CH2:29][O:30][C:31](=[O:32])[CH3:33].[CH3:34][c:35]1[cH:36][cH:37][cH:38][cH:39][cH:40]1.[CH3:41][CH2:42][CH2:43][CH2:44][CH2:45][CH3:46].[K+:22].[K+:23].[NH2:14][CH2:15][c:16]1[cH:17][cH:18][cH:19][cH:20][cH:21]1.[O-:24][C:25]([O-:26])=[O:27]>>[C:3]1(=[O:13])[c:4]2[c:5]([cH:6][c:7]([Cl:10])[cH:8][cH:9]2)[CH2:11][N:14]1[CH2:15][c:16]1[cH:17][cH:18][cH:19][cH:20][cH:21]1. Yield: 102.3%. As a reaction SMILES: [C:1]([C:3]1[C:25]([CH3:26])=[CH:24][C:6]2[N:7]([CH:11]3[CH2:16][CH2:15][N:14](C(OC(C)(C)C)=O)[CH2:13][CH2:12]3)[C:8](=[O:10])[NH:9][C:5]=2[CH:4]=1)#[N:2].FC(F)(F)C(O)=O>ClCCl>[CH3:26][C:25]1[C:3]([C:1]#[N:2])=[CH:4][C:5]2[NH:9][C:8](=[O:10])[N:7]([CH:11]3[CH2:12][CH2:13][NH:14][CH2:15][CH2:16]3)[C:6]=2[CH:24]=1. Yields the product CC=1C(=CC2=C(N(C(N2)=O)C2CCNCC2)C1)C#N (6-Methyl-2-oxo-1-(4-piperidinyl)-2,3-dihydro-1H-benzimidazole-5-carbonitrile). Procedure details: A solution of 1,1-dimethylethyl 4-(5-cyano-6-methyl-2-oxo-2,3-dihydro-1H-benzimidazol-1-yl)-1-piperidinecarboxylate (D93) (2.6 mmol, 1.15 g crude material) in dichloromethane (3 mL) was treated with trifluoroacetic acid (3 mL) under argon at room temperature and was allowed to stir for 1 h. The mixture was then concentrated under reduced pressure, the residue was treated with 10% aqueous sodium carbonate solution and extracted 3 times with ethyl acetate. The organics were combined, dried and con... Solvent: ClCCl (dichloromethane). Reaction conditions: time 1 hour. Starting materials: C(#N)C1=CC2=C(N(C(N2)=O)C2CCN(CC2)C(=O)OC(C)(C)C)C=C1C (1,1-dimethylethyl 4-(5-cyano-6-methyl-2-oxo-2,3-dihydro-1H-benzimidazol-1-yl)-1-piperidinecarboxylate), FC(C(=O)O)(F)F (trifluoroacetic acid).